From a dataset of the Open Reaction Database (ORD), a public repository of structured organic reaction records. describe an organic reaction: reactants, conditions, products, and yield The reactants are CC(C)NC(C)COCc1ccc(C#N)cc1, CCOc1cc2c(cc1OC)C(c1ccc(C(=O)O)cc1)=NC1CCN(C)CC21. The product is CCOc1cc2c(cc1OC)C(c1ccc(C(=O)N(C(C)C)C(C)COCc3ccc(C#N)cc3)cc1)=NC1CCN(C)CC21. RXN SMILES: [C:30](#[N:31])[c:32]1[cH:33][cH:34][c:35]([CH2:36][O:37][CH2:38][CH:39]([CH3:40])[NH:41][CH:42]([CH3:43])[CH3:44])[cH:45][cH:46]1.[CH2:1]([CH3:2])[O:3][c:4]1[cH:5][c:6]2[c:7]([cH:26][c:27]1[O:28][CH3:29])[C:8]([c:17]1[cH:18][cH:19][c:20]([C:21](=[O:22])[OH:23])[cH:24][cH:25]1)=[N:9][CH:10]1[CH2:11][CH2:12][N:13]([CH3:16])[CH2:14][CH:15]21>>[CH2:1]([CH3:2])[O:3][c:4]1[cH:5][c:6]2[c:7]([cH:26][c:27]1[O:28][CH3:29])[C:8]([c:17]1[cH:18][cH:19][c:20]([C:21](=[O:22])[N:41]([CH:39]([CH2:38][O:37][CH2:36][c:35]3[cH:34][cH:33][c:32]([C:30]#[N:31])[cH:46][cH:45]3)[CH3:40])[CH:42]([CH3:43])[CH3:44])[cH:24][cH:25]1)=[N:9][CH:10]1[CH2:11][CH2:12][N:13]([CH3:16])[CH2:14][CH:15]21.